From a dataset of the Open Reaction Database (ORD), a public repository of structured organic reaction records. describe an organic reaction: reactants, conditions, products, and yield Product: COC(=O)c1cc(C(F)(F)F)ccc1Cl. As a reaction SMILES: [CH3:21][N:22]([CH3:23])[CH:24]=[O:25].[CH3:26][OH:27].[Cl:15][C:16]([C:17]([Cl:18])=[O:19])=[O:20].[Cl:1][c:2]1[c:3]([C:4](=[O:5])[OH:6])[cH:7][c:8]([C:11]([F:12])([F:13])[F:14])[cH:9][cH:10]1.[Cl:28][CH2:29][Cl:30]>>[Cl:1][c:2]1[c:3]([C:4](=[O:5])[O:6][CH3:16])[cH:7][c:8]([C:11]([F:12])([F:13])[F:14])[cH:9][cH:10]1. Starting materials: CN(C)C=O, CO, O=C(Cl)C(=O)Cl, O=C(O)c1cc(C(F)(F)F)ccc1Cl, ClCCl.